The task is: describe an organic reaction: reactants, conditions, products, and yield. This data is from the Open Reaction Database (ORD), a public repository of structured organic reaction records. Starting materials: N (Ammonia), C(C1=CC=CC=C1)N[C@@H]1C[C@@H](CC1)C(=O)OC ((1R,3S)-methyl 3-(benzylamino)cyclopentanecarboxylate), steel. The solvent is CO (MeOH). Conditions: time 24 hour. The product is C(C1=CC=CC=C1)N[C@@H]1C[C@@H](CC1)C(=O)N ((1R,3S)-3-(benzylamino)cyclopentanecarboxamide). RXN SMILES: [NH3:1].[CH2:2]([NH:9][C@H:10]1[CH2:14][CH2:13][C@@H:12]([C:15]([O:17]C)=O)[CH2:11]1)[C:3]1[CH:8]=[CH:7][CH:6]=[CH:5][CH:4]=1>CO>[CH2:2]([NH:9][C@H:10]1[CH2:14][CH2:13][C@@H:12]([C:15]([NH2:1])=[O:17])[CH2:11]1)[C:3]1[CH:8]=[CH:7][CH:6]=[CH:5][CH:4]=1. Procedure details: Ammonia gas was passed into a solution of (1R,3S)-methyl 3-(benzylamino)cyclopentanecarboxylate (250 mg, 1.14 mmol) in MeOH (5 ml) at −78° C. in a steel bomb. The reaction mixture was slowly warmed to room temperature, heated further to 100° C. and stirred for 24 h. The reaction mixture was concentrated and dried under vacuum to afford 250 mg of (1R,3S)-3-(benzylamino)cyclopentanecarboxamide with 50% purity as brown liquid which was proceeded as crude compound for the next step. Reactants: CC#N, CCOC(=O)Cl, CS(=O)(=O)Nc1ccc(C(O)(C(F)(F)F)C(F)(F)F)cc1, [K+], [K+], O=C([O-])[O-]. Product: CCOC(=O)N(c1ccc(C(O)(C(F)(F)F)C(F)(F)F)cc1)S(C)(=O)=O. As a reaction SMILES: [CH3:34][C:35]#[N:36].[Cl:28][C:29](=[O:30])[O:31][CH2:32][CH3:33].[F:1][C:2]([C:3]([C:4]([F:5])([F:6])[F:7])([OH:8])[c:9]1[cH:10][cH:11][c:12]([NH:13][S:14](=[O:15])(=[O:16])[CH3:17])[cH:18][cH:19]1)([F:20])[F:21].[K+:22].[K+:23].[O-:24][C:25]([O-:26])=[O:27]>>[F:1][C:2]([C:3]([C:4]([F:5])([F:6])[F:7])([OH:8])[c:9]1[cH:10][cH:11][c:12]([N:13]([S:14](=[O:15])(=[O:16])[CH3:17])[C:29](=[O:30])[O:31][CH2:32][CH3:33])[cH:18][cH:19]1)([F:20])[F:21].